Dataset: the Open Reaction Database (ORD), a public repository of structured organic reaction records. Task: describe an organic reaction: reactants, conditions, products, and yield Reactants: CC(=O)C1=C(O)C(=O)N(c2ccc(C)cc2)C1C1CCCCC1, CCO, O=C[O-], [NH4+], O. The product is CC(=O)C1=C(N)C(=O)N(c2ccc(C)cc2)C1C1CCCCC1. As a reaction SMILES: [C:1]([CH3:2])(=[O:3])[C:4]1=[C:5]([OH:23])[C:6](=[O:22])[N:7]([c:15]2[cH:16][cH:17][c:18]([CH3:21])[cH:19][cH:20]2)[CH:8]1[CH:9]1[CH2:10][CH2:11][CH2:12][CH2:13][CH2:14]1.[CH3:29][CH2:30][OH:31].[CH:24]([O-:25])=[O:26].[NH4+:27].[OH2:28]>>[C:1]([CH3:2])(=[O:3])[C:4]1=[C:5]([NH2:27])[C:6](=[O:22])[N:7]([c:15]2[cH:16][cH:17][c:18]([CH3:21])[cH:19][cH:20]2)[CH:8]1[CH:9]1[CH2:10][CH2:11][CH2:12][CH2:13][CH2:14]1. The reactants are C(CC(O)(C(=O)O)CC(=O)O)(=O)O (citric acid), ClC1=NC=CC=C1S(=O)(=O)N(C=1C=CC(=C2C=C(NC12)C(=O)OCC)C)C (ethyl 7-[[(2-chloropyridin-3-yl)sulfonyl](methyl)amino]-4-methyl-1H-indole-2-carboxylate), [OH-].[Na+] (sodium hydroxide), CO (methanol). Run in O1CCCC1 (tetrahydrofuran). Conditions: temperature 50 celsius, time 1 hour. Yields the product ClC1=NC=CC=C1S(=O)(=O)N(C=1C=CC(=C2C=C(NC12)C(=O)O)C)C (7-[[(2-chloropyridin-3-yl)sulfonyl](methyl)amino]-4-methyl-1H-indole-2-carboxylic acid). Reaction SMILES: [Cl:1][C:2]1[C:7]([S:8]([N:11]([CH3:27])[C:12]2[CH:13]=[CH:14][C:15]([CH3:26])=[C:16]3[C:20]=2[NH:19][C:18]([C:21]([O:23]CC)=[O:22])=[CH:17]3)(=[O:10])=[O:9])=[CH:6][CH:5]=[CH:4][N:3]=1.[OH-].[Na+].CO.C(O)(=O)CC(CC(O)=O)(C(O)=O)O>O1CCCC1>[Cl:1][C:2]1[C:7]([S:8]([N:11]([CH3:27])[C:12]2[CH:13]=[CH:14][C:15]([CH3:26])=[C:16]3[C:20]=2[NH:19][C:18]([C:21]([OH:23])=[O:22])=[CH:17]3)(=[O:10])=[O:9])=[CH:6][CH:5]=[CH:4][N:3]=1 |f:1.2|. Reported procedure: A mixture of ethyl 7-[[(2-chloropyridin-3-yl)sulfonyl](methyl)amino]-4-methyl-1H-indole-2-carboxylate (0.86 g), 1N aqueous sodium hydroxide solution (4.2 mL), methanol (6 mL) and tetrahydrofuran (6 mL) was stirred at 50° C. for 1 hr. 10% Aqueous citric acid solution was added to the reaction mixture, and the mixture was concentrated. The resulting crystals were collected by filtration, washed with water, dried, and concentrated to give 7-[[(2-chloropyridin-3-yl)sulfonyl](methyl)amino]-4-methyl-1... Starting materials: [F-].[Cs+] (cesium fluoride), ICCC (1-iodopropane), OCC=C(C)C=1C(=CC=2C(CCC(C2C1)(C)C)(C)C)O (3-(4-hydroxy-2-buten-2-yl)-5,6,7,8-tetrahydro-5,5,8,8-tetramethylnaphth-2-ol). Solvent: CCOC(=O)C (EtOAc), CN(C)C=O (DMF). Reaction conditions: time 12 hour. Yields the product OC\C=C(\C)/C=1C(=CC=2C(CCC(C2C1)(C)C)(C)C)OCCC ((2Z)-3-(4-hydroxy-2-buten-2-yl)-5,6,7,8-tetrahydro-5,5,8,8-tetramethyl-2-(n-propyloxy) naphthalene). Isolated yield 98.7%. Reaction SMILES: [OH:1][CH2:2][CH:3]=[C:4]([C:6]1[C:7]([OH:20])=[CH:8][C:9]2[C:10]([CH3:19])([CH3:18])[CH2:11][CH2:12][C:13]([CH3:17])([CH3:16])[C:14]=2[CH:15]=1)[CH3:5].[F-].[Cs+].I[CH2:24][CH2:25][CH3:26]>CN(C=O)C.CCOC(C)=O>[OH:1][CH2:2]/[CH:3]=[C:4](\[C:6]1[C:7]([O:20][CH2:24][CH2:25][CH3:26])=[CH:8][C:9]2[C:10]([CH3:19])([CH3:18])[CH2:11][CH2:12][C:13]([CH3:17])([CH3:16])[C:14]=2[CH:15]=1)/[CH3:5] |f:1.2|. Procedure details: (2Z)-3-(4-Hydroxy-2-buten-2-yl)-5,6,7,8-tetrahydro-5,5,8,8-tetramethyl-2-(n-propyloxy)naphthalene (Structure 8 of Schemes 1 and 2, where R1, R4, R6=H, R2 and R3 together form a tetramethyl saturated six-membered carbocyclic ring, R5=methyl, R7=n-propyl). To a flame-dried 25-mL r.b. flask containing 3-(4-hydroxy-2-buten-2-yl)-5,6,7,8-tetrahydro-5,5,8,8-tetramethylnaphth-2-ol (133 mg, 0.48 mmol) in 2 mL anhydrous DMF at room temperature was added cesium fluoride (365 mg, 2.40 mmol, 5.00 equiv) and... Starting materials: CCOC(=O)c1cc(Cl)c(N2CCC(NC(=O)OC(C)(C)C)C2)c(F)c1NC1CC1, CO, [Na+], C1CCOC1, [OH-]. Product: CC(C)(C)OC(=O)NC1CCN(c2c(Cl)cc(C(=O)O)c(NC3CC3)c2F)C1. As a reaction SMILES: [CH2:1]([CH3:2])[O:3][C:4]([c:5]1[c:6]([NH:26][CH:27]2[CH2:28][CH2:29]2)[c:7]([F:25])[c:8]([N:12]2[CH2:13][CH:14]([NH:17][C:18](=[O:19])[O:20][C:21]([CH3:22])([CH3:23])[CH3:24])[CH2:15][CH2:16]2)[c:9]([Cl:11])[cH:10]1)=[O:30].[CH3:33][OH:34].[Na+:32].[O:35]1[CH2:36][CH2:37][CH2:38][CH2:39]1.[OH-:31]>>[O:3]=[C:4]([c:5]1[c:6]([NH:26][CH:27]2[CH2:28][CH2:29]2)[c:7]([F:25])[c:8]([N:12]2[CH2:13][CH:14]([NH:17][C:18](=[O:19])[O:20][C:21]([CH3:22])([CH3:23])[CH3:24])[CH2:15][CH2:16]2)[c:9]([Cl:11])[cH:10]1)[OH:30]. Starting materials: CCO, CCOC(=O)C(C)(C)CCCCC(c1ccccc1)c1c(C)c(OC)c(C)c(C)c1OC, [Na+], [OH-]. Yields the product COc1c(C)c(C)c(OC)c(C(CCCCC(C)(C)C(=O)O)c2ccccc2)c1C. Reaction SMILES: [CH3:35][CH2:36][OH:37].[CH3:3][O:4][c:5]1[c:6]([CH:16]([CH2:17][CH2:18][CH2:19][CH2:20][C:21]([C:22](=[O:23])[O:24][CH2:25][CH3:26])([CH3:27])[CH3:28])[c:29]2[cH:30][cH:31][cH:32][cH:33][cH:34]2)[c:7]([CH3:15])[c:8]([O:13][CH3:14])[c:9]([CH3:12])[c:10]1[CH3:11].[Na+:2].[OH-:1]>>[CH3:3][O:4][c:5]1[c:6]([CH:16]([CH2:17][CH2:18][CH2:19][CH2:20][C:21]([C:22](=[O:23])[OH:24])([CH3:27])[CH3:28])[c:29]2[cH:30][cH:31][cH:32][cH:33][cH:34]2)[c:7]([CH3:15])[c:8]([O:13][CH3:14])[c:9]([CH3:12])[c:10]1[CH3:11].